Dataset: the Open Reaction Database (ORD), a public repository of structured organic reaction records. Task: describe an organic reaction: reactants, conditions, products, and yield Reactants: CC(CC)(C)C1=CC=C(C=C1)O (4-(1,1-dimethylpropyl)phenol), ClCC(=O)NCO (2-chloro-N-(hydroxymethyl)acetamide), O (water). Run in C(C)(=O)O (acetic acid), S(O)(O)(=O)=O (sulfuric acid), C(C)O (ethanol). Run at time 12 hour. Yields the product Cl.NCC1=C(C=CC(=C1)C(CC)(C)C)O (2-aminomethyl-4-(1,1-dimethylpropyl)phenol hydrochloride). The yield is 37.0%. RXN SMILES: [CH3:1][C:2]([C:6]1[CH:11]=[CH:10][C:9]([OH:12])=[CH:8][CH:7]=1)([CH3:5])[CH2:3][CH3:4].[Cl:13]C[C:15]([NH:17]CO)=O.O>C(O)(=O)C.S(=O)(=O)(O)O.C(O)C>[ClH:13].[NH2:17][CH2:15][C:10]1[CH:11]=[C:6]([C:2]([CH3:1])([CH3:5])[CH2:3][CH3:4])[CH:7]=[CH:8][C:9]=1[OH:12] |f:6.7|. Procedure details: A mixture of 4-(1,1-dimethylpropyl)phenol (32.8 g., 0.2 mole) and 2-chloro-N-(hydroxymethyl)acetamide (24.6 g., 0.2 mole) in acetic acid (200 ml.) and 96% sulfuric acid (20 ml.) is stirred at 20° for 12 hours and then poured into cold water (1 l.). The solid that separates is extracted with ether and the ether extract is washed with water and salt brine and evaporated to dryness. The oily residue is dissolved in a mixture of 12N hydrochloric acid (100 ml.) and ethanol (100 ml.). The mixture is r...